This data is from the Open Reaction Database (ORD), a public repository of structured organic reaction records. The task is: describe an organic reaction: reactants, conditions, products, and yield Starting materials: COC(=O)c1ccc(I)cc1OC, [Na+], C1CCOC1, [OH-]. Product: COc1cc(I)ccc1C(=O)O. RXN SMILES: [CH3:1][O:2][C:3]([c:4]1[c:5]([O:11][CH3:12])[cH:6][c:7]([I:10])[cH:8][cH:9]1)=[O:13].[Na+:15].[O:16]1[CH2:17][CH2:18][CH2:19][CH2:20]1.[OH-:14]>>[O:2]=[C:3]([c:4]1[c:5]([O:11][CH3:12])[cH:6][c:7]([I:10])[cH:8][cH:9]1)[OH:13]. Starting materials: Cc1cc(Cl)cc(Cl)c1S(=O)(=O)Cl, CCC(=O)NC1CCc2nc(N)sc2C1. Product: CCC(=O)NC1CCc2nc(NS(=O)(=O)c3c(C)cc(Cl)cc3Cl)sc2C1. Reaction SMILES: [Cl:16][c:17]1[c:18]([S:25](=[O:26])(=[O:27])[Cl:28])[c:19]([CH3:24])[cH:20][c:21]([Cl:23])[cH:22]1.[NH2:1][c:2]1[s:3][c:4]2[c:5]([n:6]1)[CH2:7][CH2:8][CH:9]([NH:11][C:12]([CH2:13][CH3:14])=[O:15])[CH2:10]2>>[NH:1]([c:2]1[s:3][c:4]2[c:5]([n:6]1)[CH2:7][CH2:8][CH:9]([NH:11][C:12]([CH2:13][CH3:14])=[O:15])[CH2:10]2)[S:25]([c:18]1[c:17]([Cl:16])[cH:22][c:21]([Cl:23])[cH:20][c:19]1[CH3:24])(=[O:26])=[O:27]. Reactants: S(=O)(=O)([O-])[O-].[Mg+2] (magnesium sulfate), C(O)([O-])=O.[Na+] (sodium hydrogen carbonate), S(=O)(=O)([O-])[O-].[Mg+2] (magnesium sulfate), S(O)(O)(=O)=O (sulfuric acid), C(C1=CC=CC=C1)OC(=O)C(CCC(=O)O)NC (4-[(benzyloxy)carbonyl]-4-methylaminobutyric acid). Solvent: ClCCl (dichloromethane), C(C)(C)(C)O (tert-butanol). Reaction conditions: time 15 minute. Product: C(C1=CC=CC=C1)OC(=O)C(CCC(=O)OC(C)(C)C)NC (tert-butyl 4-[(benzyloxy)-carbonyl]-4-methylaminobutyrate). Yield: 106.9%. Reaction SMILES: S([O-])([O-])(=O)=O.[Mg+2].S(=O)(=O)(O)O.[CH2:12]([O:19][C:20]([CH:22]([NH:28][CH3:29])[CH2:23][CH2:24][C:25]([OH:27])=[O:26])=[O:21])[C:13]1[CH:18]=[CH:17][CH:16]=[CH:15][CH:14]=1.C(=O)([O-])O.[Na+]>C(O)(C)(C)C.ClCCl>[CH2:12]([O:19][C:20]([CH:22]([NH:28][CH3:29])[CH2:23][CH2:24][C:25]([O:27][C:13]([CH3:18])([CH3:14])[CH3:12])=[O:26])=[O:21])[C:13]1[CH:14]=[CH:15][CH:16]=[CH:17][CH:18]=1 |f:0.1,4.5|. Procedure: To dichloromethane (1000 ml) was added at room temperature anhydrous magnesium sulfate (50.6 g) and then concentrated sulfuric acid (6.0 ml). The mixture was stirred at room temperature for 15 minutes, and to the mixture was added 4-[(benzyloxy)carbonyl]-4-methylaminobutyric acid (26.3 g) and then tert-butanol (50.5 ml). The mixture was sealed completely and stirred at room temperature for 18 hours. To the mixture was added saturated sodium hydrogen carbonate solution to dissolve all of the magn... Starting materials: ClC=1C=C(CNC=2C=CC(=NC2)OC2=CC=C(C=C2)CCC(=O)OCC)C=CC1Cl (ethyl 3-{4-[5-(3,4-dichlorobenzylamino)pyridin-2-yloxy]phenyl}propionate), C=O (formaldehyde), C(C)(=O)O (acetic acid), C(#N)[BH3-].[Na+] (sodium cyanoborohydride), [OH-].[Na+] (sodium hydroxide), Cl (hydrochloric acid). Solvent: O (water), C(C)O (ethanol). Run at time 1 hour. Product: ClC=1C=C(CCNC=2C=CC(=NC2)OC2=CC=C(C=C2)CCC(=O)O)C=CC1Cl (3-{4-[5-(3,4-dichlorobenzylmethylamino)-pyridin-2-yloxy]phenyl}propionic acid). As a reaction SMILES: [Cl:1][C:2]1[CH:3]=[C:4]([CH:27]=[CH:28][C:29]=1[Cl:30])[CH2:5][NH:6][C:7]1[CH:8]=[CH:9][C:10]([O:13][C:14]2[CH:19]=[CH:18][C:17]([CH2:20]CC(OCC)=O)=[CH:16][CH:15]=2)=[N:11][CH:12]=1.C=O.[C:33]([OH:36])(=[O:35])[CH3:34].[C:37]([BH3-])#N.[Na+].[OH-].[Na+].Cl>C(O)C.O>[Cl:30][C:29]1[CH:28]=[C:27]([CH:37]=[CH:3][C:2]=1[Cl:1])[CH2:4][CH2:5][NH:6][C:7]1[CH:8]=[CH:9][C:10]([O:13][C:14]2[CH:15]=[CH:16][C:17]([CH2:20][CH2:34][C:33]([OH:36])=[O:35])=[CH:18][CH:19]=2)=[N:11][CH:12]=1 |f:3.4,5.6|. Reported procedure: To a solution of ethyl 3-{4-[5-(3,4-dichlorobenzylamino)pyridin-2-yloxy]phenyl}propionate (1.63 g, 3.7 mmol) in ethanol (30 mL) were added 37% aqueous formaldehyde (2.0 mL, 22 mmol) and acetic acid (0.21 mL, 3.7 mmol), and the resulting solution was stirred at room temperature for 1 hour. To this solution was then added sodium cyanoborohydride (0.46 g, 7.3 mmol) at 0° C., and the resulting solution was stirred at the same temperature for 1 hour. To this solution was added water and extracted wit... Starting materials: CC(C)(C)OC(=O)N(CC=O)CCCc1cccc(Br)n1, CCOc1cncc(C(N)CC(=O)OC(C)(C)C)c1, CC(=O)[O-], [BH3-]C#N, O=C([O-])[O-], CC(=O)O, CC(C)O, CCOC(C)=O, Cl, [K+], [K+], [Na+], [Na+]. Product: CCOc1cncc(CCC(=O)OC(C)(C)C)c1. RXN SMILES: [C:1]([O:2][C:3](=[O:4])[N:5]([CH2:6][CH2:7][CH2:8][c:9]1[cH:10][cH:11][cH:12][c:13]([Br:14])[n:15]1)[CH2:16][CH:17]=[O:18])([CH3:19])([CH3:20])[CH3:21].[C:22]([CH3:23])([CH3:24])([CH3:25])[O:26][C:27]([CH2:28][CH:29]([c:30]1[cH:31][n:32][cH:33][c:34]([O:36][CH2:37][CH3:38])[cH:35]1)[NH2:39])=[O:40].[C:45]([O-:46])(=[O:47])[CH3:48].[C:50]([BH3-:51])#[N:52].[C:55](=[O:56])([O-:57])[O-:58].[CH3:41][C:42](=[O:43])[OH:44].[CH3:61][CH:62]([OH:63])[CH3:64].[CH3:65][CH2:66][O:67][C:68](=[O:69])[CH3:70].[ClH:54].[K+:59].[K+:60].[Na+:49].[Na+:53]>>[C:22]([CH3:23])([CH3:24])([CH3:25])[O:26][C:27]([CH2:28][CH2:29][c:30]1[cH:31][n:32][cH:33][c:34]([O:36][CH2:37][CH3:38])[cH:35]1)=[O:40]. The reactants are CCCC[N+](CCCC)(CCCC)CCCC, C1CCOC1, ClCCl, [F-], Cn1c(=O)c(F)c(Nc2ccc(C#C[Si](C)(C)C)cc2F)c2c(=O)n(CC(O)CO)cnc21. Yields the product C#Cc1ccc(Nc2c(F)c(=O)n(C)c3ncn(CC(O)CO)c(=O)c23)c(F)c1. Reaction SMILES: [CH2:35]([N+:36]([CH2:37][CH2:38][CH2:39][CH3:40])([CH2:41][CH2:42][CH2:43][CH3:44])[CH2:45][CH2:46][CH2:47][CH3:48])[CH2:49][CH2:50][CH3:51].[CH2:55]1[O:56][CH2:57][CH2:58][CH2:59]1.[Cl:52][CH2:53][Cl:54].[F-:34].[OH:1][CH:2]([CH2:3][n:4]1[cH:5][n:6][c:7]2[c:8]([c:9]1=[O:10])[c:11]([NH:18][c:19]1[c:20]([F:31])[cH:21][c:22]([C:25]#[C:26][Si:27]([CH3:28])([CH3:29])[CH3:30])[cH:23][cH:24]1)[c:12]([F:17])[c:13](=[O:16])[n:14]2[CH3:15])[CH2:32][OH:33]>>[OH:1][CH:2]([CH2:3][n:4]1[cH:5][n:6][c:7]2[c:8]([c:9]1=[O:10])[c:11]([NH:18][c:19]1[c:20]([F:31])[cH:21][c:22]([C:25]#[CH:26])[cH:23][cH:24]1)[c:12]([F:17])[c:13](=[O:16])[n:14]2[CH3:15])[CH2:32][OH:33].